Dataset: the Open Reaction Database (ORD), a public repository of structured organic reaction records. Task: describe an organic reaction: reactants, conditions, products, and yield The reactants are CCCCCC(O)C#CCC(CCCCCCC(=O)O)S(C)(=O)=O, CCCCC(C)(C)C(O)C#CCC(CCCCCCC(=O)O)S(C)(=O)=O. Yields the product CCCCC(C)(C)C(O)CCCC(CCCCCCC(=O)O)S(C)(=O)=O. As a reaction SMILES: [CH3:1][S:2]([CH:3]([CH2:4][C:5]#[C:6][CH:7]([OH:8])[CH2:9][CH2:10][CH2:11][CH2:12][CH3:13])[CH2:14][CH2:15][CH2:16][CH2:17][CH2:18][CH2:19][C:20]([OH:21])=[O:22])(=[O:23])=[O:24].[CH3:25][S:26](=[O:27])(=[O:28])[CH:29]([CH2:30][CH2:31][CH2:32][CH2:33][CH2:34][CH2:35][C:36](=[O:37])[OH:38])[CH2:39][C:40]#[C:41][CH:42]([C:43]([CH2:44][CH2:45][CH2:46][CH3:47])([CH3:48])[CH3:49])[OH:50]>>[CH3:25][S:26](=[O:27])(=[O:28])[CH:29]([CH2:30][CH2:31][CH2:32][CH2:33][CH2:34][CH2:35][C:36](=[O:37])[OH:38])[CH2:39][CH2:40][CH2:41][CH:42]([C:43]([CH2:44][CH2:45][CH2:46][CH3:47])([CH3:48])[CH3:49])[OH:50]. Reactants: CC#N, COc1ccc([N+](=O)[O-])c(OC)c1I, [K+], [K+], O=C([O-])[O-], C1COCCO1, O, Cc1ccccc1B(O)O. Product: COc1ccc([N+](=O)[O-])c(OC)c1-c1ccccc1C. As a reaction SMILES: [C:32](#[N:33])[CH3:34].[I:1][c:2]1[c:3]([O:13][CH3:14])[cH:4][cH:5][c:6]([N+:10](=[O:11])[O-:12])[c:7]1[O:8][CH3:9].[K+:25].[K+:26].[O-:27][C:28]([O-:29])=[O:30].[O:35]1[CH2:36][CH2:37][O:38][CH2:39][CH2:40]1.[OH2:31].[c:15]1([CH3:24])[c:16]([B:21]([OH:22])[OH:23])[cH:17][cH:18][cH:19][cH:20]1>>[c:2]1(-[c:16]2[c:15]([CH3:24])[cH:20][cH:19][cH:18][cH:17]2)[c:3]([O:13][CH3:14])[cH:4][cH:5][c:6]([N+:10](=[O:11])[O-:12])[c:7]1[O:8][CH3:9]. Starting materials: COC(=O)C(C)c1ccc2cc(OC(=O)COCc3ccccc3)ccc2c1, CCOC(C)=O. Yields the product COC(=O)C(C)c1ccc2cc(OC(=O)CO)ccc2c1. As a reaction SMILES: [CH3:1][O:2][C:3]([CH:4]([CH3:5])[c:6]1[cH:7][c:8]2[cH:9][cH:10][c:11]([O:16][C:17]([CH2:18][O:19][CH2:20][c:21]3[cH:22][cH:23][cH:24][cH:25][cH:26]3)=[O:27])[cH:12][c:13]2[cH:14][cH:15]1)=[O:28].[CH3:29][CH2:30][O:31][C:32](=[O:33])[CH3:34]>>[CH3:1][O:2][C:3]([CH:4]([CH3:5])[c:6]1[cH:7][c:8]2[cH:9][cH:10][c:11]([O:16][C:17]([CH2:18][OH:19])=[O:27])[cH:12][c:13]2[cH:14][cH:15]1)=[O:28]. RXN SMILES: [ClH:21].[N:1]1([CH:6]2[CH:7]([N:12]([CH3:13])[C:14]([O:15][C:16]([CH3:17])([CH3:18])[CH3:19])=[O:20])[CH2:8][CH2:9][CH2:10][CH2:11]2)[CH2:2][CH2:3][CH2:4][CH2:5]1.[NH3:22]>>[N:1]1([CH:6]2[CH:7]([NH:12][CH3:13])[CH2:8][CH2:9][CH2:10][CH2:11]2)[CH2:2][CH2:3][CH2:4][CH2:5]1. The reactants are Cl, CN(C(=O)OC(C)(C)C)C1CCCCC1N1CCCC1, N. Product: CNC1CCCCC1N1CCCC1. The reactants are CCOC(=O)C1(COC2CCCC(OCc3nc(-c4cccc(C)c4)oc3C)C2)CC1, CO, [Na+], [OH-]. Yields the product Cc1cccc(-c2nc(COC3CCCC(OCC4(C(=O)O)CC4)C3)c(C)o2)c1. Reaction SMILES: [CH3:1][c:2]1[c:3]([CH2:14][O:15][CH:16]2[CH2:17][CH:18]([O:22][CH2:23][C:24]3([C:27](=[O:28])[O:29][CH2:30][CH3:31])[CH2:25][CH2:26]3)[CH2:19][CH2:20][CH2:21]2)[n:4][c:5](-[c:7]2[cH:8][c:9]([CH3:13])[cH:10][cH:11][cH:12]2)[o:6]1.[CH3:34][OH:35].[Na+:33].[OH-:32]>>[CH3:1][c:2]1[c:3]([CH2:14][O:15][CH:16]2[CH2:17][CH:18]([O:22][CH2:23][C:24]3([C:27](=[O:28])[OH:29])[CH2:25][CH2:26]3)[CH2:19][CH2:20][CH2:21]2)[n:4][c:5](-[c:7]2[cH:8][c:9]([CH3:13])[cH:10][cH:11][cH:12]2)[o:6]1.